From a dataset of the Open Reaction Database (ORD), a public repository of structured organic reaction records. describe an organic reaction: reactants, conditions, products, and yield Starting materials: O=C([O-])[O-], CI, CN1CCCC1=O, Cn1nc(-c2c(F)cc(Cl)c(=O)n2O)c(Cl)c1OC(F)F, [K+], [K+]. As a reaction SMILES: [C:22](=[O:23])([O-:24])[O-:25].[CH3:28][I:29].[CH3:30][N:31]1[CH2:32][CH2:33][CH2:34][C:35]1=[O:36].[Cl:1][c:2]1[c:3](=[O:21])[n:4]([OH:20])[c:5](-[c:9]2[n:10][n:11]([CH3:19])[c:12]([O:15][CH:16]([F:17])[F:18])[c:13]2[Cl:14])[c:6]([F:8])[cH:7]1.[K+:26].[K+:27]>>[Cl:1][c:2]1[c:3](=[O:21])[n:4]([O:20][CH3:22])[c:5](-[c:9]2[n:10][n:11]([CH3:19])[c:12]([O:15][CH:16]([F:17])[F:18])[c:13]2[Cl:14])[c:6]([F:8])[cH:7]1. Product: COn1c(-c2nn(C)c(OC(F)F)c2Cl)c(F)cc(Cl)c1=O. Starting materials: CN1C=2C(C(NC3=C1C=CC=C3)=O)=CSC2 (4,9-dihydro-4-methyl-10H-thieno[3,4-b][1,5]benzodiazepin-10-one), [H-].[Na+] (sodium hydride), C(C1=CC=CC=C1)Br (benzylbromide). Solvent: CN(C=O)C (dimethylformamide). Product: C(C1=CC=CC=C1)N1C(C=2C(N(C3=C1C=CC=C3)C)=CSC2)=O (9-Benzyl-4,9-dihydro-4-methyl-10H-thieno[3,4-b]-[1,5]benzodiazepin-10-one). RXN SMILES: [CH3:1][N:2]1[C:8]2[CH:9]=[CH:10][CH:11]=[CH:12][C:7]=2[NH:6][C:5](=[O:13])[C:4]2=[CH:14][S:15][CH:16]=[C:3]12.[H-].[Na+].[CH2:19](Br)[C:20]1[CH:25]=[CH:24][CH:23]=[CH:22][CH:21]=1>CN(C)C=O>[CH2:19]([N:6]1[C:7]2[CH:12]=[CH:11][CH:10]=[CH:9][C:8]=2[N:2]([CH3:1])[C:3]2=[CH:16][S:15][CH:14]=[C:4]2[C:5]1=[O:13])[C:20]1[CH:25]=[CH:24][CH:23]=[CH:22][CH:21]=1 |f:1.2|. Procedure: A mixture of 0.35 g. of 4,9-dihydro-4-methyl-10H-thieno[3,4-b][1,5]benzodiazepin-10-one, 65 mg. of 57% sodium hydride-mineral oil dispersion and 0.3 ml. of benzylbromide in 10 ml. of dimethylformamide is stirred at room temperature for 3 hours, quenched by dropwise addition of water, diluted with 100 ml. of water and extracted several times with chloroform. The chloroform solution is dried over magnesium sulfate and concentrated under reduced pressure to give a yellow oil which is chromatographe... Reactants: CCC(Cc1ccc(OC)c(C(=O)NCc2ccc(C(F)(F)F)cc2)c1)C(=O)N1C(=O)OCC1Cc1ccccc1, Cl, [Li+], C1CCOC1, [OH-], O, O, OO. Product: CCC(Cc1ccc(OC)c(C(=O)NCc2ccc(C(F)(F)F)cc2)c1)C(=O)O. RXN SMILES: [CH2:1]([CH3:2])[CH:3]([C:4](=[O:5])[N:6]1[CH:7]([CH2:8][c:9]2[cH:10][cH:11][cH:12][cH:13][cH:14]2)[CH2:15][O:16][C:17]1=[O:18])[CH2:19][c:20]1[cH:21][c:22]([C:28]([NH:29][CH2:30][c:31]2[cH:32][cH:33][c:34]([C:37]([F:38])([F:39])[F:40])[cH:35][cH:36]2)=[O:41])[c:23]([O:26][CH3:27])[cH:24][cH:25]1.[ClH:47].[Li+:46].[O:49]1[CH2:50][CH2:51][CH2:52][CH2:53]1.[OH-:45].[OH2:44].[OH2:48].[OH:42][OH:43]>>[CH2:1]([CH3:2])[CH:3]([C:4]([OH:5])=[O:42])[CH2:19][c:20]1[cH:21][c:22]([C:28]([NH:29][CH2:30][c:31]2[cH:32][cH:33][c:34]([C:37]([F:38])([F:39])[F:40])[cH:35][cH:36]2)=[O:41])[c:23]([O:26][CH3:27])[cH:24][cH:25]1. Starting materials: CCCc1c(OCC2CO2)ccc(C(C)=O)c1O, CCOC(=O)c1ccc2nc(S)[nH]c2c1. Product: CCCc1c(OCC(O)CSc2nc3ccc(C(=O)OCC)cc3[nH]2)ccc(C(C)=O)c1O. Reaction SMILES: [C:1]([CH3:2])(=[O:3])[c:4]1[c:5]([OH:18])[c:6]([CH2:15][CH2:16][CH3:17])[c:7]([O:8][CH2:9][CH:10]2[CH2:11][O:12]2)[cH:13][cH:14]1.[SH:19][c:20]1[nH:21][c:22]2[c:23]([n:24]1)[cH:25][cH:26][c:27]([C:29](=[O:30])[O:31][CH2:32][CH3:33])[cH:28]2>>[C:1]([CH3:2])(=[O:3])[c:4]1[c:5]([OH:18])[c:6]([CH2:15][CH2:16][CH3:17])[c:7]([O:8][CH2:9][CH:10]([CH2:11][S:19][c:20]2[nH:21][c:22]3[c:23]([n:24]2)[cH:25][cH:26][c:27]([C:29](=[O:30])[O:31][CH2:32][CH3:33])[cH:28]3)[OH:12])[cH:13][cH:14]1.